This data is from the Open Reaction Database (ORD), a public repository of structured organic reaction records. The task is: describe an organic reaction: reactants, conditions, products, and yield Solvent: FC(C(=O)O)(F)F (trifluoroacetic acid). The reactants are F[C@@H]1CN(CC[C@@H]1COC1=CC=C(C=C1)S(N(C1=NC=C(C=C1C)C(C)C)CC(C)C)(=O)=O)C(=O)OC(C)(C)C (tert-Butyl cis-3-fluoro-4-((4-(N-isobutyl-N-(5-isopropyl-3-methylpyridin-2-yl)sulfamoyl)phenoxy)methyl)piperidine-1-carboxylate), ClCCl (dichloromethane). RXN SMILES: [F:1][C@H:2]1[C@@H:7]([CH2:8][O:9][C:10]2[CH:15]=[CH:14][C:13]([S:16](=[O:33])(=[O:32])[N:17]([CH2:28][CH:29]([CH3:31])[CH3:30])[C:18]3[C:23]([CH3:24])=[CH:22][C:21]([CH:25]([CH3:27])[CH3:26])=[CH:20][N:19]=3)=[CH:12][CH:11]=2)[CH2:6][CH2:5][N:4](C(OC(C)(C)C)=O)[CH2:3]1.ClCCl>FC(F)(F)C(O)=O>[F:1][C@H:2]1[C@@H:7]([CH2:8][O:9][C:10]2[CH:11]=[CH:12][C:13]([S:16]([N:17]([CH2:28][CH:29]([CH3:31])[CH3:30])[C:18]3[C:23]([CH3:24])=[CH:22][C:21]([CH:25]([CH3:26])[CH3:27])=[CH:20][N:19]=3)(=[O:32])=[O:33])=[CH:14][CH:15]=2)[CH2:6][CH2:5][NH:4][CH2:3]1. The yield is 51.2%. The product is F[C@@H]1CNCC[C@@H]1COC1=CC=C(C=C1)S(=O)(=O)N(C1=NC=C(C=C1C)C(C)C)CC(C)C (4-((cis-3-fluoropiperidin-4-yl)methoxy)-N-isobutyl-N-(5-isopropyl-3-methylpyridin-2-yl)benzenesulfonamide). Reported procedure: tert-Butyl cis-3-fluoro-4-((4-(N-isobutyl-N-(5-isopropyl-3-methylpyridin-2-yl)sulfamoyl)phenoxy)methyl)piperidine-1-carboxylate (53 mg, 0.09 mmol) was dissolved in trifluoroacetic acid (TFA) (1 mL) and dichloromethane (DCM) (1 mL) and stirred under nitrogen, at room temperature for 30 minutes. The reaction was concentrated under a stream of nitrogen, then purified by mass directed autoprep (ammonium carbonate modifier) to give the title compound (22 mg). LCMS (2 min, formic) Rt 1.06 min, m/z (ES... Reactants: IC1=C(OC2=C(C(=CC=C2C1=O)[N+](=O)[O-])OC)C1=CC=CC=C1 (3-iodo-8-methoxy-7-nitro-2-phenyl-chromen-4-one), Cl[Sn]Cl (SnCl2). Run in C(C)(=O)OCC (ethyl acetate), IMS. Reaction conditions: temperature 80 celsius, time 1.5 hour. The product is NC1=CC=C2C(C(=C(OC2=C1OC)C1=CC=CC=C1)I)=O (7-Amino-3-iodo-8-methoxy-2-phenyl-chromen-4-one). The yield is 91.1%. RXN SMILES: [I:1][C:2]1[C:11](=[O:12])[C:10]2[C:5](=[C:6]([O:16][CH3:17])[C:7]([N+:13]([O-])=O)=[CH:8][CH:9]=2)[O:4][C:3]=1[C:18]1[CH:23]=[CH:22][CH:21]=[CH:20][CH:19]=1.Cl[Sn]Cl>C(OCC)(=O)C>[NH2:13][C:7]1[C:6]([O:16][CH3:17])=[C:5]2[C:10]([C:11](=[O:12])[C:2]([I:1])=[C:3]([C:18]3[CH:23]=[CH:22][CH:21]=[CH:20][CH:19]=3)[O:4]2)=[CH:9][CH:8]=1. Reported procedure: To a suspension of 3-iodo-8-methoxy-7-nitro-2-phenyl-chromen-4-one (903 mg, 2.1 mmol) in ethyl acetate (7 mL) and IMS (7 mL) was added SnCl2 (2.37 g, 10.5 mmol). The reaction mixture was stirred at 80° C. for 1.5 hours before cooling to cool to RT. The resultant mixture was partitioned between ethyl acetate and water and the phases separated. The aqueous layer was extracted with ethyl acetate and the combined organic extracts were washed with brine, dried (NaSO4), filtered, and the solvent remov...